Dataset: the Open Reaction Database (ORD), a public repository of structured organic reaction records. Task: describe an organic reaction: reactants, conditions, products, and yield Reactants: COC1CCCN(CCNc2nc3cc4c(cc3[n+]([O-])n2)CCC4)C1, ClCCl, ClC(Cl)Cl, O=C(OC(=O)C(F)(F)F)C(F)(F)F, O=C(O)C(F)(F)F, N, OO. The product is COC1CCCN(CCNc2n[n+]([O-])c3cc4c(cc3[n+]2[O-])CCC4)C1. Reaction SMILES: [CH3:16][O:17][CH:18]1[CH2:19][N:20]([CH2:24][CH2:25][NH:26][c:27]2[n:28][n+:29]([O-:40])[c:30]3[c:31]([n:32]2)[cH:33][c:34]2[c:38]([cH:39]3)[CH2:37][CH2:36][CH2:35]2)[CH2:21][CH2:22][CH2:23]1.[Cl:48][CH2:49][Cl:50].[Cl:51][CH:52]([Cl:53])[Cl:54].[F:3][C:4]([F:5])([F:7])[C:8](=[O:6])[O:9][C:10](=[O:11])[C:12]([F:13])([F:14])[F:15].[F:41][C:42]([F:43])([F:44])[C:45]([OH:46])=[O:47].[NH3:55].[OH:1][OH:2]>>[O-:6][n+:32]1[c:27]([NH:26][CH2:25][CH2:24][N:20]2[CH2:19][CH:18]([O:17][CH3:16])[CH2:23][CH2:22][CH2:21]2)[n:28][n+:29]([O-:40])[c:30]2[c:31]1[cH:33][c:34]1[c:38]([cH:39]2)[CH2:37][CH2:36][CH2:35]1. The reactants are C(C#C)Br (propargyl bromide), C1(=CC=CC=C1)C (toluene), OC1=C(C=C(CNNC(C(C2=CC=C(C=C2)OC)O)=O)C=C1)OC (hydroxy-(4-methoxy-phenyl)-acetic acid N′-(4-hydroxy-3-methoxy-benzyl)-hydrazide), [OH-].[Na+] (sodium hydroxide). The reagents and catalysts are [Br-].C(CCC)[N+](CCCC)(CCCC)CCCC (tetrabutylammonium bromide). Solvent: ClCCl (dichloromethane). Run at time 16 hour. Yields the product COC=1C=C(CNNC(C(C2=CC=C(C=C2)OC)O)=O)C=CC1OCC#C (hydroxy-(4-methoxy-phenyl)-acetic acid N′-(3-methoxy-4-prop-2-ynyloxy-benzyl)-hydrazide). As a reaction SMILES: [CH2:1](Br)[C:2]#[CH:3].C1(C)C=CC=CC=1.[OH:12][C:13]1[CH:33]=[CH:32][C:16]([CH2:17][NH:18][NH:19][C:20](=[O:31])[CH:21]([OH:30])[C:22]2[CH:27]=[CH:26][C:25]([O:28][CH3:29])=[CH:24][CH:23]=2)=[CH:15][C:14]=1[O:34][CH3:35].[OH-].[Na+]>[Br-].C([N+](CCCC)(CCCC)CCCC)CCC.ClCCl>[CH3:35][O:34][C:14]1[CH:15]=[C:16]([CH:32]=[CH:33][C:13]=1[O:12][CH2:3][C:2]#[CH:1])[CH2:17][NH:18][NH:19][C:20](=[O:31])[CH:21]([OH:30])[C:22]1[CH:27]=[CH:26][C:25]([O:28][CH3:29])=[CH:24][CH:23]=1 |f:3.4,5.6|. Procedure details: A 80% propargyl bromide solution in toluene (2.1 g, 14.5 mmol) is added slowly at room temperature to a mixture of hydroxy-(4-methoxy-phenyl)-acetic acid N′-(4-hydroxy-3-methoxy-benzyl)-hydrazide (4.0 g, 12 mmol), 30% sodium hydroxide solution (3.5 ml, 14.5 mmol) and catalytic amounts of tetrabutylammonium bromide in 35 ml of dichloromethane. The reaction is stirred for 16 hours at +40° C. Subsequently the mixture is evaporated and the residue is diluted with water and dichloromethane. The phase... Starting materials: C(C)N1C2=CC=CC=C2C=2C=C(C=CC12)C=O (9-Ethyl-9H-carbazole-3-carbaldehyde), [O-][Mn](=O)(=O)=O.[K+] (KMnO4). The solvent is CC(=O)C (acetone), O (H2O). Product: C(C)N1C2=CC=CC=C2C=2C=C(C=CC12)C(=O)O (9-Ethyl-9H-carbazole-3-carboxylic acid). The yield is 75.6%. As a reaction SMILES: [CH2:1]([N:3]1[C:15]2[CH:14]=[CH:13][C:12]([CH:16]=[O:17])=[CH:11][C:10]=2[C:9]2[C:4]1=[CH:5][CH:6]=[CH:7][CH:8]=2)[CH3:2].[O-:18][Mn](=O)(=O)=O.[K+]>CC(C)=O.O>[CH2:1]([N:3]1[C:15]2[CH:14]=[CH:13][C:12]([C:16]([OH:18])=[O:17])=[CH:11][C:10]=2[C:9]2[C:4]1=[CH:5][CH:6]=[CH:7][CH:8]=2)[CH3:2] |f:1.2|. Procedure details: To a solution of 9-Ethyl-9H-carbazole-3-carbaldehyde (Aldrich, 5.0 g, 22.39 mmol) in acetone (100 ml) at 70° C. under nitrogen was added dropwise a solution of KMnO4 (4.74 g, 30.00 mmol) in H2O (100 ml) slowly over 1 hour. When the reaction was complete the reaction mixture was filtered through celite, the celite pad washed with H2O/acetone, and the filtrate washed with ether. The aqueous layer was then acidified to pH 2 with aqueous HCl, and the white precipitate filtered and dried under vacuum... The reactants are C1CCOC1, COCCNC1CCC(CNc2nc3c(s2)CCOc2ccccc2-3)CC1, [Na+], [OH-], O=Cn1nnc2ccccc21. Product: COCCN(C=O)C1CCC(CNc2nc3c(s2)CCOc2ccccc2-3)CC1. RXN SMILES: [CH2:41]1[O:42][CH2:43][CH2:44][CH2:45]1.[CH3:1][O:2][CH2:3][CH2:4][NH:5][CH:6]1[CH2:7][CH2:8][CH:9]([CH2:12][NH:13][c:14]2[s:15][c:16]3[c:17]([n:18]2)-[c:19]2[c:20]([cH:24][cH:25][cH:26][cH:27]2)[O:21][CH2:22][CH2:23]3)[CH2:10][CH2:11]1.[Na+:40].[OH-:39].[n:28]1([CH:37]=[O:38])[c:29]2[cH:30][cH:31][cH:32][cH:33][c:34]2[n:35][n:36]1>>[CH3:1][O:2][CH2:3][CH2:4][N:5]([CH:6]1[CH2:7][CH2:8][CH:9]([CH2:12][NH:13][c:14]2[s:15][c:16]3[c:17]([n:18]2)-[c:19]2[c:20]([cH:24][cH:25][cH:26][cH:27]2)[O:21][CH2:22][CH2:23]3)[CH2:10][CH2:11]1)[CH:37]=[O:38]. Procedure details: Sulfapyridine Naphthoquinone Derivatives (6a, 6b, 6c). (YL1-018-1, YL1-018-2, YL1-018-9). DIPEA (52.9 mg, 0.41 mmol) was added to solution of 4-(3-Chloro-1,4-dioxo-1,4-dihydro-naphthalen-2-ylamino-N-pyridin-2-yl-benzenesulfonamide (150 mg, 0.34 mmol) in anhydrous DMF (3 ml) under inert conditions. Methyl iodide (58 mg, 0.41 mmol) was added to the reaction mixture after 5 min. and the reaction was stirred at r.t. for two days. The reaction mixture was dried under reduced pressure and purified by ... As a reaction SMILES: [CH:1]1[CH:2]=[CH:3][N:4]=[C:5]([NH:7][S:8]([C:11]2[CH:12]=[CH:13][C:14]([NH2:17])=[CH:15][CH:16]=2)(=[O:10])=[O:9])[CH:6]=1.[CH:18]1[CH:19]=CC2C(=O)C=CC(=O)[C:22]=2[CH:23]=1.CCN(C(C)C)C(C)C.CI>CN(C=O)C>[CH2:19]([NH:17][C:14]1[CH:13]=[CH:12][C:11]([S:8]([NH:7][C:5]2[CH:6]=[CH:1][CH:2]=[CH:3][N:4]=2)(=[O:10])=[O:9])=[CH:16][CH:15]=1)[CH2:18][CH2:23][CH3:22] |f:0.1|. Reactants: CCN(C(C)C)C(C)C (DIPEA), 3-Chloro-1,4-dioxo-1,4-dihydro-naphthalen-2-ylamino-N-pyridin-2-yl-benzenesulfonamide, C=1C=CN=C(C1)NS(=O)(=O)C=2C=CC(=CC2)N.C=1C=CC2=C(C1)C(=O)C=CC2=O (Sulfapyridine Naphthoquinone), 6c, CI (Methyl iodide), 6a, 6b. Run in CN(C)C=O (DMF). Run at time 2 day. The product is C(CCC)NC1=CC=C(C=C1)S(=O)(=O)NC1=NC=CC=C1 (4-(butylamino)-N-(pyridin-2-yl)benzenesulfonamide). Starting materials: CCC(CC)CBr, C1CCOC1, CCOC(C)=O, CCCCCC, CC(C)OC(=O)C1CCCCC1, CC(C)NC(C)C, Cl. Product: CCC(CC)CC1(C(=O)OC(C)C)CCCCC1. RXN SMILES: [Br:26][CH2:27][CH:28]([CH2:29][CH3:30])[CH2:31][CH3:32].[CH2:34]1[O:35][CH2:36][CH2:37][CH2:38]1.[CH3:39][CH2:40][O:41][C:42](=[O:43])[CH3:44].[CH3:8][CH2:9][CH2:10][CH2:11][CH2:12][CH3:13].[CH:14]([CH3:15])([CH3:16])[O:17][C:18](=[O:19])[CH:20]1[CH2:21][CH2:22][CH2:23][CH2:24][CH2:25]1.[CH:1]([NH:2][CH:3]([CH3:4])[CH3:5])([CH3:6])[CH3:7].[ClH:33]>>[CH:14]([CH3:15])([CH3:16])[O:17][C:18](=[O:19])[C:20]1([CH2:27][CH:28]([CH2:29][CH3:30])[CH2:31][CH3:32])[CH2:21][CH2:22][CH2:23][CH2:24][CH2:25]1. The product is BrC=1C=C(C(=O)O)C=C(C1)[N+](=O)[O-] (3-Bromo-5-nitro-benzoic acid). The reactants are NC=1C=C(C(=O)O)C=C(C1)[N+](=O)[O-] (3-amino-5-nitro-benzoic acid), N(=O)[O-].[Na+] (NaNO2), Br (HBr), CuBr, Br (HBr). Isolated yield 88.0%. Reaction SMILES: N[C:2]1[CH:3]=[C:4]([CH:8]=[C:9]([N+:11]([O-:13])=[O:12])[CH:10]=1)[C:5]([OH:7])=[O:6].N([O-])=O.[Na+].[BrH:18]>O>[Br:18][C:2]1[CH:3]=[C:4]([CH:8]=[C:9]([N+:11]([O-:13])=[O:12])[CH:10]=1)[C:5]([OH:7])=[O:6] |f:1.2|. Procedure: To a solution of 3-amino-5-nitro-benzoic acid (17.6 g, 96.6 mmol, 1 equiv) in 48% aqueous HBr solution (180 ml) at 0° C. was added portionwise NaNO2 (8.67 g, 126 mmol, 1.3 equiv) over 20 min. The temperature was kept below 8° C. during this addition. The resulting mixture was then added to a suspension of CuBr (9.7 g, 67.6 mmol, 0.7 equiv) in 48% aqueous HBr solution (50 ml) at 65° C. over 40 min. The temperature was kept above 60° C. during the addition. The resulting mixture was stirred at 70°... The solvent is O (water). Conditions: temperature 70 celsius, time 45 minute. Starting materials: Cl (hydrochloric acid), ClC1=C(C=C(C=C1)Cl)C1CC(C=2C(=CN=NC2C1)C)=O (7-(2,5-dichlorophenyl)-4-methyl-5,6,7,8-tetrahydrocinnolin-5-one), C(=N)(N)NN.Cl (aminoguanidine hydrochloride). Solvent: C(C)O (ethanol). Run at temperature 110 celsius, time 1.5 hour. The product is Cl.ClC1=C(C=C(C=C1)Cl)C1CC(C=2C(=CN=NC2C1)C)=NNC(=N)N (7-(2,5-dichlorophenyl)-5-guanidinoimino-4-methyl-5,6,7,8-tetrahydrocinnoline hydrochloride). Yield: 134.3%. As a reaction SMILES: [Cl:1][C:2]1[CH:7]=[CH:6][C:5]([Cl:8])=[CH:4][C:3]=1[CH:9]1[CH2:18][C:17]2[N:16]=[N:15][CH:14]=[C:13]([CH3:19])[C:12]=2[C:11](=O)[CH2:10]1.[C:21]([NH:24][NH2:25])([NH2:23])=[NH:22].Cl.Cl>C(O)C>[ClH:1].[Cl:1][C:2]1[CH:7]=[CH:6][C:5]([Cl:8])=[CH:4][C:3]=1[CH:9]1[CH2:18][C:17]2[N:16]=[N:15][CH:14]=[C:13]([CH3:19])[C:12]=2[C:11](=[N:25][NH:24][C:21]([NH2:23])=[NH:22])[CH2:10]1 |f:1.2,5.6|. Reported procedure: To a mixture of 7-(2,5-dichlorophenyl)-4-methyl-5,6,7,8-tetrahydrocinnolin-5-one (246 mg) and aminoguanidine hydrochloride (98 mg) were added ethanol (5 ml) and concentrated hydrochloric acid (0.1 ml), and the mixture was stirred at 110° C. (bath temperature) for 1.5 hours. The reaction solution was cooled to room temperature, and the crystals were filtered and dried to give 7-(2,5-dichlorophenyl)-5-guanidinoimino-4-methyl-5,6,7,8-tetrahydrocinnoline hydrochloride (Compound 161) (215 mg) as gray...